Dataset: the Open Reaction Database (ORD), a public repository of structured organic reaction records. Task: describe an organic reaction: reactants, conditions, products, and yield The reactants are O=C([O-])[O-], C1COCCO1, [Cs+], [Cs+], CN1CCN(C(=O)c2ccc(I)cc2)CC1, Cc1ccc([N+](=O)[O-])cc1N1CCc2nc(N)ncc2C1=O. Product: Cc1ccc([N+](=O)[O-])cc1N1CCc2nc(Nc3ccc(C(=O)N4CCN(C)CC4)cc3)ncc2C1=O. Reaction SMILES: [C:39](=[O:40])([O-:41])[O-:42].[CH2:45]1[O:46][CH2:47][CH2:48][O:49][CH2:50]1.[Cs+:43].[Cs+:44].[I:1][c:2]1[cH:3][cH:4][c:5]([C:8](=[O:9])[N:10]2[CH2:11][CH2:12][N:13]([CH3:16])[CH2:14][CH2:15]2)[cH:6][cH:7]1.[NH2:17][c:18]1[n:19][cH:20][c:21]2[c:22]([n:23]1)[CH2:24][CH2:25][N:26]([c:29]1[c:30]([CH3:38])[cH:31][cH:32][c:33]([N+:35](=[O:36])[O-:37])[cH:34]1)[C:27]2=[O:28]>>[c:2]1([NH:17][c:18]2[n:19][cH:20][c:21]3[c:22]([n:23]2)[CH2:24][CH2:25][N:26]([c:29]2[c:30]([CH3:38])[cH:31][cH:32][c:33]([N+:35](=[O:36])[O-:37])[cH:34]2)[C:27]3=[O:28])[cH:3][cH:4][c:5]([C:8](=[O:9])[N:10]2[CH2:11][CH2:12][N:13]([CH3:16])[CH2:14][CH2:15]2)[cH:6][cH:7]1. The reactants are C1(CC1)CN1[C@H]2[C@@]3(CC[C@H]([C@H]4[C@@]3(C=3C(=C(C=CC3C2)O)O4)CC1)N(C(\C=C\C1=COC=C1)=O)C)O (17-Cyclopropylmethyl-3,14β-dihydroxy-4,5α-epoxy-6β-[N-methyl-trans-3-(3-furyl)acrylamido]morphinan), O.O.C(C(=O)O)(=O)O (oxalic acid dihydrate). The solvent is O (H2O), CO (methanol). The product is C(C(=O)O)(=O)O.C(C(=O)O)(=O)O.C1(CC1)CN1[C@H]2[C@@]3(CC[C@H]([C@H]4[C@@]3(C=3C(=C(C=CC3C2)O)O4)CC1)N(C(\C=C\C1=COC=C1)=O)C)O (17-Cyclopropylmethyl-3,14β-dihydroxy-4,5α-epoxy-6β-[N-methyl-trans-3-(3-furyl)acrylamido]morphinan oxalate (20b-oxalate)). Reaction SMILES: [CH:1]1([CH2:4][N:5]2[CH2:23][CH2:22][C@:12]34[C:13]5[C:14]6[O:21][C@H:11]3[C@H:10]([N:24]([CH3:34])[C:25](=[O:33])/[CH:26]=[CH:27]/[C:28]3[CH:32]=[CH:31][O:30][CH:29]=3)[CH2:9][CH2:8][C@@:7]4([OH:35])[C@H:6]2[CH2:19][C:18]=5[CH:17]=[CH:16][C:15]=6[OH:20])[CH2:3][CH2:2]1.O.O.[C:38]([OH:43])(=[O:42])[C:39]([OH:41])=[O:40]>CO.O>[C:38]([OH:43])(=[O:42])[C:39]([OH:41])=[O:40].[C:38]([OH:43])(=[O:42])[C:39]([OH:41])=[O:40].[CH:1]1([CH2:4][N:5]2[CH2:23][CH2:22][C@:12]34[C:13]5[C:14]6[O:21][C@H:11]3[C@H:10]([N:24]([CH3:34])[C:25](=[O:33])/[CH:26]=[CH:27]/[C:28]3[CH:32]=[CH:31][O:30][CH:29]=3)[CH2:9][CH2:8][C@@:7]4([OH:35])[C@H:6]2[CH2:19][C:18]=5[CH:17]=[CH:16][C:15]=6[OH:20])[CH2:2][CH2:3]1 |f:1.2.3,6.7.8|. Reported procedure: Compound 20b was converted to its oxalic salt using one equivalent of oxalic acid dihydrate in methanol. Solubility: 32.0 mg/mL in H2O.